This data is from the Open Reaction Database (ORD), a public repository of structured organic reaction records. The task is: describe an organic reaction: reactants, conditions, products, and yield The reactants are BrB(Br)Br, COc1ccc(-c2cc(=O)c3cc(Br)ccc3o2)cc1, ClCCl. Yields the product O=c1cc(-c2ccc(O)cc2)oc2ccc(Br)cc12. Reaction SMILES: [B:1]([Br:2])([Br:3])[Br:4].[Br:5][c:6]1[cH:7][c:8]2[c:9](=[O:24])[cH:10][c:11](-[c:16]3[cH:17][cH:18][c:19]([O:22][CH3:23])[cH:20][cH:21]3)[o:12][c:13]2[cH:14][cH:15]1.[Cl:25][CH2:26][Cl:27]>>[Br:5][c:6]1[cH:7][c:8]2[c:9](=[O:24])[cH:10][c:11](-[c:16]3[cH:17][cH:18][c:19]([OH:22])[cH:20][cH:21]3)[o:12][c:13]2[cH:14][cH:15]1. The reactants are OOS(=O)[O-].[K+] (Oxone), C(C)(=O)OC1=CC=C(C=C1)C(NC=1SC=C(N1)SC)=O (4-{[4-(methylthio)-1,3-thiazol-2-yl]carbamoyl}phenyl acetate), compound ( I ), OOS(=O)[O-].[K+] (Oxone). The solvent is O (water), CO (methanol). Product: C(C)(=O)OC1=CC=C(C=C1)C(NC=1SC=C(N1)S(=O)C)=O (4-{[4-(methylsulfinyl)-1,3-thiazol-2-yl]carbamoyl}phenyl acetate). As a reaction SMILES: [OH:1]OS([O-])=O.[K+].[C:7]([O:10][C:11]1[CH:16]=[CH:15][C:14]([C:17](=[O:26])[NH:18][C:19]2[S:20][CH:21]=[C:22]([S:24][CH3:25])[N:23]=2)=[CH:13][CH:12]=1)(=[O:9])[CH3:8]>O.CO>[C:7]([O:10][C:11]1[CH:12]=[CH:13][C:14]([C:17](=[O:26])[NH:18][C:19]2[S:20][CH:21]=[C:22]([S:24]([CH3:25])=[O:1])[N:23]=2)=[CH:15][CH:16]=1)(=[O:9])[CH3:8] |f:0.1|. Reported procedure: Using the Oxone® procedure as described in section 1.5.1.7 for the synthesis of compound (I), a solution of Oxone® (3.68 g, 6.00 mmol) is dissolved in a minimum amount of water (30.0 mL) and is added to a cold solution (0° C.) of 512 (0.63 g, 2.0 mmol) dissolved in a minimum amount of methanol (200 mL). Workup and purification by flash chromatography affords 3 as an off-white solid. Starting materials: C(C)OC(CC1=C(C(=NC(=C1F)F)F)Cl)=O (Ethyl(3-chloro-2,5,6-trifluoro-4-pyridinyl)acetate), FC(CN)(C1=NC=CC=C1)F (2,2-difluoro-2-(2-pyridinyl)ethylamine), C(=O)([O-])[O-].[Ca+2] (CaCO3). Run in CN(C)C=O (DMF). Run at temperature 70 celsius. Product: C(C)OC(CC1=C(C(=NC(=C1F)NCC(C1=NC=CC=C1)(F)F)F)Cl)=O (Ethyl(3-chloro-6-{[2,2-difluoro-2-(2-pyridinyl)ethyl]amino}-2,5-difluoro-4-pyridinyl)acetate). As a reaction SMILES: [CH2:1]([O:3][C:4](=[O:16])[CH2:5][C:6]1[C:11]([F:12])=[C:10](F)[N:9]=[C:8]([F:14])[C:7]=1[Cl:15])[CH3:2].[F:17][C:18]([F:27])([C:21]1[CH:26]=[CH:25][CH:24]=[CH:23][N:22]=1)[CH2:19][NH2:20].C([O-])([O-])=O.[Ca+2]>CN(C=O)C>[CH2:1]([O:3][C:4](=[O:16])[CH2:5][C:6]1[C:11]([F:12])=[C:10]([NH:20][CH2:19][C:18]([F:27])([F:17])[C:21]2[CH:26]=[CH:25][CH:24]=[CH:23][N:22]=2)[N:9]=[C:8]([F:14])[C:7]=1[Cl:15])[CH3:2] |f:2.3|. Procedure details: To a solution of 5.5 g (22 mmol) ethyl(3-chloro-2,5,6-trifluoro-4-pyridinyl)acetate 1-1 in 75 mL DMF was added 3 g (19 mmol) 2,2-difluoro-2-(2-pyridinyl)ethylamine and 4 g (40 mmol) CaCO3 and the reaction mixture was heated to 70° C. for 18 hours. The reaction mixture was then cooled, diluted w. 400 mL ether, washed 2×300 mL water, and 1×300 mL brine, dried over MgSO4, filtered, and concentrated. Purification by automated flash chromatography (90 g silica cartridge, linear gradient 5-50% EtOAc/h...